This data is from the Open Reaction Database (ORD), a public repository of structured organic reaction records. The task is: describe an organic reaction: reactants, conditions, products, and yield The reactants are BrC1=CC=C(C=C1)C(C\C(=N/O)\C1=CC=NC=C1)C1=CC=CC=C1 ((E)-3-(4-Bromo-phenyl)-3-phenyl-1-pyridin-4-yl-propan-1-one oxime), CC1=CC=C(C=N1)B(O)O (6-methylpyridine-3-boronic acid). Yields the product CC1=CC=C(C=N1)C1=CC=C(C=C1)C(C\C(=N/O)\C1=CC=NC=C1)C1=CC=CC=C1 ((E)-3-[4-(6-Methyl-pyridin-3-yl)-phenyl]-3-phenyl-1-pyridin-4-yl-propan-1-one oxime). As a reaction SMILES: Br[C:2]1[CH:7]=[CH:6][C:5]([CH:8]([C:19]2[CH:24]=[CH:23][CH:22]=[CH:21][CH:20]=2)[CH2:9]/[C:10](/[C:13]2[CH:18]=[CH:17][N:16]=[CH:15][CH:14]=2)=[N:11]\[OH:12])=[CH:4][CH:3]=1.[CH3:25][C:26]1[N:31]=[CH:30][C:29](B(O)O)=[CH:28][CH:27]=1>>[CH3:25][C:26]1[N:31]=[CH:30][C:29]([C:2]2[CH:7]=[CH:6][C:5]([CH:8]([C:19]3[CH:24]=[CH:23][CH:22]=[CH:21][CH:20]=3)[CH2:9]/[C:10](/[C:13]3[CH:18]=[CH:17][N:16]=[CH:15][CH:14]=3)=[N:11]\[OH:12])=[CH:4][CH:3]=2)=[CH:28][CH:27]=1. Reported procedure: In analogy to example 22, from (E)-3-(4-bromo-phenyl)-3-phenyl-1-pyridin-4-yl-propan-1-one oxime (example 5) and 6-methylpyridine-3-boronic acid was prepared the title compound as a colorless oil, MS (ESI+): m/z=394.1 ([M+H]+). The reactants are O=C([O-])[O-], COCCOC, Cl, O=S(=O)(OCC(F)(F)C(F)(F)C(F)(F)F)C(F)(F)F, N#CC(C#N)CC(F)(F)C(F)(F)C(F)(F)C(F)F, [K+], [K+]. Yields the product N#CC(C#N)(CC(F)(F)C(F)(F)C(F)(F)F)CC(F)(F)C(F)(F)C(F)(F)C(F)F. RXN SMILES: [C:38](=[O:39])([O-:40])[O-:41].[CH3:45][O:46][CH2:47][CH2:48][O:49][CH3:50].[ClH:44].[F:19][C:20]([F:21])([F:22])[S:23]([O:24][CH2:25][C:26]([C:27]([C:28]([F:29])([F:30])[F:31])([F:32])[F:33])([F:34])[F:35])(=[O:36])=[O:37].[F:1][C:2]([CH2:3][CH:4]([C:5]#[N:6])[C:7]#[N:8])([C:9]([C:10]([CH:11]([F:12])[F:13])([F:14])[F:15])([F:16])[F:17])[F:18].[K+:42].[K+:43]>>[F:1][C:2]([CH2:3][C:4]([C:5]#[N:6])([C:7]#[N:8])[CH2:25][C:26]([C:27]([C:28]([F:29])([F:30])[F:31])([F:32])[F:33])([F:34])[F:35])([C:9]([C:10]([CH:11]([F:12])[F:13])([F:14])[F:15])([F:16])[F:17])[F:18]. Starting materials: C#Cc1ccc(CCC(=O)OC)cc1, Clc1cc(I)ccn1. The product is COC(=O)CCc1ccc(C#Cc2ccnc(Cl)c2)cc1. As a reaction SMILES: [C:1](#[CH:2])[c:3]1[cH:4][cH:5][c:6]([CH2:9][CH2:10][C:11](=[O:12])[O:13][CH3:14])[cH:7][cH:8]1.[Cl:15][c:16]1[n:17][cH:18][cH:19][c:20]([I:22])[cH:21]1>>[C:1](#[C:2][c:20]1[cH:19][cH:18][n:17][c:16]([Cl:15])[cH:21]1)[c:3]1[cH:4][cH:5][c:6]([CH2:9][CH2:10][C:11](=[O:12])[O:13][CH3:14])[cH:7][cH:8]1.